This data is from the Open Reaction Database (ORD), a public repository of structured organic reaction records. The task is: describe an organic reaction: reactants, conditions, products, and yield Starting materials: ClC1=C(C=CC=C1Cl)C(CCO)NC(OC(C)(C)C)=O (tert-Butyl [1-(2,3-dichlorophenyl)-3-hydroxypropyl]carbamate), FC(C(=O)O)(F)F (trifluoroacetic acid). The solvent is ClCCl (dichloromethane). Reaction conditions: time 1 hour. Product: NC(CCO)C1=C(C(=CC=C1)Cl)Cl (3-Amino-3-(2,3-dichlorophenyl)propan-1-ol). Reaction SMILES: [Cl:1][C:2]1[C:7]([Cl:8])=[CH:6][CH:5]=[CH:4][C:3]=1[CH:9]([NH:13]C(=O)OC(C)(C)C)[CH2:10][CH2:11][OH:12].FC(F)(F)C(O)=O>ClCCl>[NH2:13][CH:9]([C:3]1[CH:4]=[CH:5][CH:6]=[C:7]([Cl:8])[C:2]=1[Cl:1])[CH2:10][CH2:11][OH:12]. Procedure: Of the compound from Example 85A, 800 mg (2.50 mmol) were dissolved in 20 ml of dichloromethane and admixed at 0° C. with 1.92 ml (25.0 mmol) of trifluoroacetic acid, then stirred at room temperature for 1 hour. The mixture was freed from the solvent and from the trifluoroacetic acid on a rotary evaporator. The crude product was taken up in 20 ml of toluene and again concentrated on a rotary evaporator under reduced pressure. Purification took place by chromatography on silica gel. By elution wi... The reactants are BrC=1C=C(N)C=C(C1C)Br (3,5-dibromo-4-methylaniline), C(C)(C)(C)ON=O (tert-butylnitrite), C(I)I (CH2I2). The product is BrC1=C(C(=CC(=C1)I)Br)C (2,6-Dibromo-4-iodotoluene). As a reaction SMILES: [Br:1][C:2]1[CH:3]=[C:4]([CH:6]=[C:7]([Br:10])[C:8]=1[CH3:9])N.C(ON=O)(C)(C)C.C(I)[I:19]>>[Br:1][C:2]1[CH:3]=[C:4]([I:19])[CH:6]=[C:7]([Br:10])[C:8]=1[CH3:9]. Procedure details: To a solution of 3,5-dibromo-4-methylaniline (4.17 g, 15.74 mmol) in CH2I2 (10 mL) was added tert-butylnitrite (3.0 mL, 23.61 mmol) slowly at 0° C. while stirring vigorously. The ice bath was removed and the reaction mixture was stirred at rt while the reaction was very exothermic, then placed in 80° C. oil bath and heated for 20 min. CH2I2 was distilled off under high vacuum, and the remaining residue was purified by flash chromatography eluting with 100% hexane to give the title compound. The reactants are CCOC(C)=O, [H][H], CC(C)CN(CC(C)C)c1ccc(C(=O)c2ccccc2)cc1[N+](=O)[O-]. Yields the product CC(C)CN(CC(C)C)c1ccc(C(=O)c2ccccc2)cc1N. Reaction SMILES: [CH3:29][CH2:30][O:31][C:32](=[O:33])[CH3:34].[H:27][H:28].[N+:1]([O-:2])(=[O:3])[c:4]1[cH:5][c:6]([C:7](=[O:8])[c:9]2[cH:10][cH:11][cH:12][cH:13][cH:14]2)[cH:15][cH:16][c:17]1[N:18]([CH2:19][CH:20]([CH3:21])[CH3:22])[CH2:23][CH:24]([CH3:25])[CH3:26]>>[NH2:1][c:4]1[cH:5][c:6]([C:7](=[O:8])[c:9]2[cH:10][cH:11][cH:12][cH:13][cH:14]2)[cH:15][cH:16][c:17]1[N:18]([CH2:19][CH:20]([CH3:21])[CH3:22])[CH2:23][CH:24]([CH3:25])[CH3:26]. Reactants: FC(C1=NN(C=2CCCCC12)C1=CC=C(C=C1)CC(=O)O)(F)F ({4-[3-(trifluoromethyl)-4,5,6,7-tetrahydro-1H-indazol-1-yl]phenyl}acetic acid), CNCCCC (N-methylbutylamine). Yields the product C(CCC)N(C(CC1=CC=C(C=C1)N1N=C(C=2CCCCC12)C(F)(F)F)=O)C (N-butyl-N-methyl-2-{4-[3-(trifluoromethyl)-4,5,6,7-tetrahydro-1H-indazol-1-yl]phenyl}acetamide). Reaction SMILES: [F:1][C:2]([F:23])([F:22])[C:3]1[C:11]2[CH2:10][CH2:9][CH2:8][CH2:7][C:6]=2[N:5]([C:12]2[CH:17]=[CH:16][C:15]([CH2:18][C:19]([OH:21])=O)=[CH:14][CH:13]=2)[N:4]=1.[CH3:24][NH:25][CH2:26][CH2:27][CH2:28][CH3:29]>>[CH2:26]([N:25]([CH3:24])[C:19](=[O:21])[CH2:18][C:15]1[CH:16]=[CH:17][C:12]([N:5]2[C:6]3[CH2:7][CH2:8][CH2:9][CH2:10][C:11]=3[C:3]([C:2]([F:22])([F:23])[F:1])=[N:4]2)=[CH:13][CH:14]=1)[CH2:27][CH2:28][CH3:29]. Reported procedure: The title compound was prepared from {4-[3-(trifluoromethyl)-4,5,6,7-tetrahydro-1H-indazol-1-yl]phenyl}acetic acid and N-methylbutylamine using a similar procedure to that described for Example 13, but purified by flash column chromatography eluting from 0-66% ethyl acetate in hexane. Reactants: FC=1C(=C2C(C(=CN(C2=CC1F)C1=C(C=C(C=C1)F)F)C(=O)OCC)=O)C (ethyl 6,7-difluoro-1-(2,4-difluorophenyl)-1,4-dihydro-5-methyl-4-oxo-3-quinolinecarboxylate), N1CCNCC1 (piperazine). Solvent: C(C)#N (acetonitrile). Product: FC=1C(=C2C(C(=CN(C2=CC1N1CCNCC1)C1=C(C=C(C=C1)F)F)C(=O)O)=O)C (6-Fluoro-1-(2,4-difluorophenyl)-1,4-dihydro-5-methyl-4-oxo-7-(1-piperazinyl)-3-quinolinecarboxylic acid). The yield is 69.5%. Reaction SMILES: [F:1][C:2]1[C:3]([CH3:27])=[C:4]2[C:9](=[CH:10][C:11]=1F)[N:8]([C:13]1[CH:18]=[CH:17][C:16]([F:19])=[CH:15][C:14]=1[F:20])[CH:7]=[C:6]([C:21]([O:23]CC)=[O:22])[C:5]2=[O:26].[NH:28]1[CH2:33][CH2:32][NH:31][CH2:30][CH2:29]1>C(#N)C>[F:1][C:2]1[C:3]([CH3:27])=[C:4]2[C:9](=[CH:10][C:11]=1[N:28]1[CH2:33][CH2:32][NH:31][CH2:30][CH2:29]1)[N:8]([C:13]1[CH:18]=[CH:17][C:16]([F:19])=[CH:15][C:14]=1[F:20])[CH:7]=[C:6]([C:21]([OH:23])=[O:22])[C:5]2=[O:26]. Reported procedure: A solution of 0.76 g (2.00 mmol) of ethyl 6,7-difluoro-1-(2,4-difluorophenyl)-1,4-dihydro-5-methyl-4-oxo-3-quinolinecarboxylate, 0.69 g (8.00 mmol) of anhydrous piperazine, and 30 mL of acetonitrile was refluxed for 18 hours, cooled, and concentrated. The residue was dissolved in 20 mL 6N hydrochloric acid and refluxed for 3 hours. The suspension was cooled, concentrated by half and filtered, and the solids were washed with water. The crude product was suspended in water which was made basic (pH... Reactants: CC(C)(C)OC(=O)NC(CNc1ccccc1[N+](=O)[O-])C(=O)O, C, C1CCOC1, [Pd]. The product is CC(C)(C)OC(=O)NC1CNc2ccccc2NC1=O. As a reaction SMILES: [C:1]([CH3:2])([CH3:3])([CH3:4])[O:5][C:6](=[O:7])[NH:8][CH:9]([C:10](=[O:11])[OH:23])[CH2:13][NH:14][c:15]1[c:16]([N+:21]([O-:12])=[O:22])[cH:17][cH:18][cH:19][cH:20]1.[C:29].[O:24]1[CH2:25][CH2:26][CH2:27][CH2:28]1.[Pd:30]>>[C:1]([CH3:2])([CH3:3])([CH3:4])[O:5][C:6](=[O:7])[NH:8][CH:9]1[C:10](=[O:11])[NH:21][c:16]2[c:15]([cH:20][cH:19][cH:18][cH:17]2)[NH:14][CH2:13]1. Reactants: O (water), CNC(C)O (N-methylaminoethanol), ClC1=C(C=C(C=C1)[N+](=O)[O-])[N+](=O)[O-] (1-chloro-2,4-dinitrobenzene), C(O)([O-])=O.[Na+] (sodium hydrogencarbonate), 1H-NMR(CDCl3). Run in C(C)O (ethanol), C(C)O (ethanol). Conditions: temperature 60 celsius. Product: [N+](=O)([O-])C1=C(C=CC(=C1)[N+](=O)[O-])N(C)C(C)O (N-(2,4-dinitrophenyl)-N-methyl-aminoethanol). As a reaction SMILES: [CH3:1][NH:2][CH:3]([OH:5])[CH3:4].Cl[C:7]1[CH:12]=[CH:11][C:10]([N+:13]([O-:15])=[O:14])=[CH:9][C:8]=1[N+:16]([O-:18])=[O:17].C(=O)([O-])O.[Na+].O>C(O)C>[N+:16]([C:8]1[CH:9]=[C:10]([N+:13]([O-:15])=[O:14])[CH:11]=[CH:12][C:7]=1[N:2]([CH:3]([OH:5])[CH3:4])[CH3:1])([O-:18])=[O:17] |f:2.3|. Procedure: 20.3 g of N-methylaminoethanol was dissolved in 100 ml of ethanol and, while stirring, solid 1-chloro-2,4-dinitrobenzene was added to the solution by portions at room temperature. After completion of the addition, 8.4 g of sodium hydrogencarbonate was gradually added to the reaction mixture, followed by stirring for 10-15 minutes at room temperature. Then, the reaction mixture was heated at 60° C. After completion of the reaction, the reaction solution was cooled to room temperature, and poured ...